From a dataset of the Open Reaction Database (ORD), a public repository of structured organic reaction records. describe an organic reaction: reactants, conditions, products, and yield Reaction conditions: temperature 30 celsius, time 5 minute. Reported procedure: In particular, aqueous solutions of limonin-17-β-D-glucopyranoside (0.35 mg/L) adjusted to pH value of 2.0, 3.0, and 3.5, respectively, by adding trace amounts of hydrochloric acid (1 mol/L) were maintained at different temperatures (4, 20, 30° C.) for up to 14 weeks in closed vials in the dark. At regular time intervals, samples (5 μL) were withdrawn with a syringe and were analyzed for the generation of limonin by means of LC-MS/MS on a Synergi Fusion, 150×2 mm i.d., 4 μm column (Phenomenex). ... The product is C[C@@]12CC[C@H]3[C@]([C@@]14[C@H](O4)C(=O)O[C@H]2C=5C=COC5)(C(=O)C[C@@H]6[C@@]37COC(=O)C[C@@H]7OC6(C)C)C (limonin). RXN SMILES: [CH3:1][C@:2]12[C@H:13]([C:14]3[CH:15]=[CH:16][O:17][CH:18]=3)[O:12][C:10](=[O:11])[C@H:8]3[O:9][C@@:7]13[C@:6]1([CH3:34])[C:19]([CH2:21][C@H:22]3[C:31]([CH3:33])([CH3:32])[O:30][C@@H:29]4[C@:23]3([CH2:24][O:25][C:26]([CH2:28]4)=[O:27])[C@H:5]1[CH2:4][CH2:3]2)=[O:20].C[C@@]12[C@@H](O)CC[C@H]1[C@@H]1CCC3C=C(O)C=CC=3[C@H]1CC2.C(O)[C@H]1OC(O)[C@H](O)[C@@H](O)[C@@H]1O.Cl>>[CH3:1][C@:2]12[C@H:13]([C:14]3[CH:15]=[CH:16][O:17][CH:18]=3)[O:12][C:10](=[O:11])[C@H:8]3[O:9][C@@:7]13[C@:6]1([CH3:34])[C:19]([CH2:21][C@H:22]3[C:31]([CH3:33])([CH3:32])[O:30][C@@H:29]4[C@:23]3([CH2:24][O:25][C:26]([CH2:28]4)=[O:27])[C@H:5]1[CH2:4][CH2:3]2)=[O:20] |f:0.1.2|. Reactants: C[C@@]12CC[C@H]3[C@]([C@@]14[C@H](O4)C(=O)O[C@H]2C=5C=COC5)(C(=O)C[C@@H]6[C@@]37COC(=O)C[C@@H]7OC6(C)C)C.C[C@]12CC[C@H]3[C@H]([C@@H]1CC[C@@H]2O)CCC4=C3C=CC(=C4)O.C([C@@H]1[C@H]([C@@H]([C@H](C(O1)O)O)O)O)O (limonin 17-β D-glucopyranoside), Cl (hydrochloric acid). The reactants are CC(=O)OC(C)=O, Cl, CC(O)CC(C)Oc1ccc(-c2ccc(C#N)cc2)cc1, c1ccncc1. Product: CC(=O)OC(C)CC(C)Oc1ccc(-c2ccc(C#N)cc2)cc1. RXN SMILES: [CH3:22][C:23](=[O:24])[O:25][C:26](=[O:27])[CH3:28].[ClH:29].[OH:1][CH:2]([CH2:3][CH:4]([O:5][c:6]1[cH:7][cH:8][c:9](-[c:12]2[cH:13][cH:14][c:15]([C:16]#[N:17])[cH:18][cH:19]2)[cH:10][cH:11]1)[CH3:20])[CH3:21].[cH:30]1[cH:31][cH:32][n:33][cH:34][cH:35]1>>[O:1]([CH:2]([CH2:3][CH:4]([O:5][c:6]1[cH:7][cH:8][c:9](-[c:12]2[cH:13][cH:14][c:15]([C:16]#[N:17])[cH:18][cH:19]2)[cH:10][cH:11]1)[CH3:20])[CH3:21])[C:23]([CH3:22])=[O:24]. Reactants: CC1(NC(CCC1)(C)C)C (2,2,6,6-tetramethylpiperidine), C(CCC)[Li] (n-butyllithium), FC1=NC=C(C=C1)C(C)C1=CC=C(C=C1)SC (2-Fluoro-5-(1-(4-(methylthio)phenyl)ethyl)pyridine), B(OC(C)C)(OC(C)C)OC(C)C (triisopropyl borate). Solvent: C1CCOC1 (THF), O (water), C1CCOC1 (THF). Conditions: time 15 minute. Yields the product FC1=NC=C(C=C1B(O)O)C(C)C1=CC=C(C=C1)SC (2-fluoro-5-(1-(4-(methylthio)phenyl)ethyl)pyridin-3-ylboronic acid). The yield is 97.2%. As a reaction SMILES: [F:1][C:2]1[CH:7]=[CH:6][C:5]([CH:8]([C:10]2[CH:15]=[CH:14][C:13]([S:16][CH3:17])=[CH:12][CH:11]=2)[CH3:9])=[CH:4][N:3]=1.[B:18](OC(C)C)([O:23]C(C)C)[O:19]C(C)C.CC1(C)CCCC(C)(C)N1.C([Li])CCC>C1COCC1.O>[F:1][C:2]1[C:7]([B:18]([OH:23])[OH:19])=[CH:6][C:5]([CH:8]([C:10]2[CH:11]=[CH:12][C:13]([S:16][CH3:17])=[CH:14][CH:15]=2)[CH3:9])=[CH:4][N:3]=1. Procedure: 2-Fluoro-5-(1-(4-(methylthio)phenyl)ethyl)pyridine (1.078 g, 4.359 mmol) and triisopropyl borate (2.50 mL, 10.9 mmol) were dissolved in THF (11.5 mL). In a separate flask, 2,2,6,6-tetramethylpiperidine (1.11 mL, 6.54 mmol) was dissolved in THF (12 mL) and the flask was cooled in an ice water bath. Then, n-butyllithium solution (1.6 M in hexanes, 3.8 mL, 6.1 mmol) was added via syringe, and the yellow solution was stirred under nitrogen for 15 min. Then, the contents were transferred via syringe ... Yield: 65.9%. Reagents/catalysts: [Fe] (iron). Reactants: [Cl-].[NH4+] (ammonium chloride), [N+](=O)([O-])C=1C=CC2=C(C1)C=1NN=CC1CS2 (8-nitro-1,4dihydro[1]benzothiopyrano[4,3-c]pyrazole). Procedure details: To a stirred mixture of iron powder (8.53 g) and ammonium chloride (0.85 g) in water (22 ml) and ethanol (66 ml) was added portionwise 8-nitro-1,4dihydro[1]benzothiopyrano[4,3-c]pyrazole (6.6 g) under reflux over a period of 15 minutes. After being stirred for 30 minutes under reflux, the mixture was filtered and the filtrate was evaporated in vacuo. To the residue were added aqueous sodium bicarbonate and ethyl acetate and the mixture was stirred at room temperature. The resulting precipitate w... RXN SMILES: [Cl-].[NH4+].[N+:3]([C:6]1[CH:7]=[CH:8][C:9]2[S:18][CH2:17][C:16]3[CH:15]=[N:14][NH:13][C:12]=3[C:10]=2[CH:11]=1)([O-])=O>O.C(O)C.[Fe]>[NH2:3][C:6]1[CH:7]=[CH:8][C:9]2[S:18][CH2:17][C:16]3[CH:15]=[N:14][NH:13][C:12]=3[C:10]=2[CH:11]=1 |f:0.1|. Run in O (water), C(C)O (ethanol). Run at time 30 minute. Yields the product NC=1C=CC2=C(C1)C=1NN=CC1CS2 (8-amino-1,4-dihydro[1]benzothiopyrano[4,3-c]pyrazole).